Dataset: the Open Reaction Database (ORD), a public repository of structured organic reaction records. Task: describe an organic reaction: reactants, conditions, products, and yield Starting materials: Cc1ccc(OCc2ccccc2C(=O)O)cc1, Cc1ccccc1C. Yields the product Cc1ccc2c(c1)C(=O)c1ccccc1CO2. Reaction SMILES: [CH3:1][c:2]1[cH:3][cH:4][c:5]([O:8][CH2:9][c:10]2[c:11]([C:16](=[O:17])[OH:18])[cH:12][cH:13][cH:14][cH:15]2)[cH:6][cH:7]1.[c:19]1([CH3:20])[c:21]([CH3:22])[cH:23][cH:24][cH:25][cH:26]1>>[CH3:1][c:2]1[cH:3][cH:4][c:5]2[c:6]([cH:7]1)[C:16](=[O:18])[c:11]1[c:10]([cH:15][cH:14][cH:13][cH:12]1)[CH2:9][O:8]2. Reactants: COC(C)(C)OC (2,2-dimethoxypropane), O.C1(=CC=C(C=C1)S(=O)(=O)O)C (p-toluene sulfonic acid monohydrate), COC(C(CO)NC(=O)OC(C)(C)C)=O (2-tert-Butoxycarbonylamino-3-hydroxy-propionic acid methyl ester). The solvent is C(Cl)Cl (CH2Cl2). Run at time 1.5 hour. Yields the product COC(=O)C1N(C(OC1)(C)C)C(=O)OC(C)(C)C (2,2-Dimethyl-oxazolidine-3,4-dicarboxylic acid 3-tert-butyl ester 4-methyl ester). Reaction SMILES: [CH3:1][O:2][C:3](=[O:15])[CH:4]([NH:7][C:8]([O:10][C:11]([CH3:14])([CH3:13])[CH3:12])=[O:9])[CH2:5][OH:6].CO[C:18](OC)([CH3:20])[CH3:19].O.C1(C)C=CC(S(O)(=O)=O)=CC=1>C(Cl)Cl>[CH3:1][O:2][C:3]([CH:4]1[CH2:5][O:6][C:18]([CH3:20])([CH3:19])[N:7]1[C:8]([O:10][C:11]([CH3:12])([CH3:14])[CH3:13])=[O:9])=[O:15] |f:2.3|. Procedure: To a solution of (34) in CH2Cl2, stirring under nitrogen at 0° C., was added 2,2-dimethoxypropane (29.5 mL, 237.9 mmol) and p-toluene sulfonic acid monohydrate (9.050 g, 47.58 mmol). The mixture was removed from the ice bath after 15 minutes and stirred at room temperature for 1.5 hours. The reaction mixture was poured into 50 mL of saturated NaHCO3 (aq) and extracted with diethyl ether (3×50). The organic layer was extracted with NaHCO3 and brine, then dried over anhydrous MgSO4, filtered and c... Starting materials: [B-][N+](C)(C)C (Borane-trimethylamine complex), O.C(CC(O)(C(=O)O)CC(=O)O)(=O)O (Citric acid monohydrate), FC1(CC(C1)COC1=CC=C2CC3(C(C2=C1)=O)CCC(CC3)=O)F (6′-((3,3-Difluorocyclobutyl)methoxy)spiro[cyclohexane-1,2′-indene]-1′,4(3′H)-dione), FC1(CC(C1)COC1=CC=C2CC3(C(C2=C1)=O)CCC(CC3)=O)F (6′-((3,3-Difluorocyclobutyl)methoxy)spiro[cyclohexane-1,2′-indene]-1′,4(3′H)-dione), CO (methanol). Solvent: O (water), O (water), C1CCOC1 (THF). Conditions: time 8 hour. The product is FC1(CC(C1)COC1=CC=C2CC3(C(C2=C1)=O)CCC(CC3)O)F (6′-((3,3-Difluorocyclobutyl)methoxy)-4-hydroxyspiro[cyclohexane-1,2′-inden]-1′(3′H)-one). The yield is 84.4%. RXN SMILES: [F:1][C:2]1([F:24])[CH2:5][CH:4]([CH2:6][O:7][C:8]2[CH:16]=[C:15]3[C:11]([CH2:12][C:13]4([CH2:22][CH2:21][C:20](=[O:23])[CH2:19][CH2:18]4)[C:14]3=[O:17])=[CH:10][CH:9]=2)[CH2:3]1.CO.[B-][N+](C)(C)C.O.C(O)(=O)CC(CC(O)=O)(C(O)=O)O>C1COCC1.O>[F:1][C:2]1([F:24])[CH2:5][CH:4]([CH2:6][O:7][C:8]2[CH:16]=[C:15]3[C:11]([CH2:12][C:13]4([CH2:22][CH2:21][CH:20]([OH:23])[CH2:19][CH2:18]4)[C:14]3=[O:17])=[CH:10][CH:9]=2)[CH2:3]1 |f:3.4|. Procedure: 6′-((3,3-Difluorocyclobutyl)methoxy)spiro[cyclohexane-1,2′-indene]-1′,4(3′H)-dione (Intermediate 12, 3.51 g, 10.5 mmol) were dissolved in the mixture of THF (50 mL) and methanol (4.25 mL, 105 mmol). Borane-trimethylamine complex (1.69 g, 23.1 mmol) was added and the mixture was stirred overnight. Citric acid monohydrate (30.9 g, 147 mmol) was added in one portion, followed by dropwise addition of water (3.78 mL, 210 mmol). The mixture was stirred for 3 h before being diluted with water and extra... The reactants are CC(C)O, Cl, O=CNCc1c[nH]c(=S)n1C1CCc2c(F)cc(F)cc2C1. Product: Cl, NCc1c[nH]c(=S)n1C1CCc2c(F)cc(F)cc2C1. Reaction SMILES: [CH:24]([OH:25])([CH3:26])[CH3:27].[ClH:23].[F:1][c:2]1[c:3]2[c:8]([cH:9][c:10]([F:12])[cH:11]1)[CH2:7][CH:6]([n:13]1[c:14](=[S:22])[nH:15][cH:16][c:17]1[CH2:18][NH:19][CH:20]=[O:21])[CH2:5][CH2:4]2>>[ClH:23].[F:1][c:2]1[c:3]2[c:8]([cH:9][c:10]([F:12])[cH:11]1)[CH2:7][CH:6]([n:13]1[c:14](=[S:22])[nH:15][cH:16][c:17]1[CH2:18][NH2:19])[CH2:5][CH2:4]2. Yields the product ClC=1C(=C(C=CC1C#N)N[C@@H](C(=O)NNC(C1=CC(=CC=C1)O)=O)[C@@H](C)O)C (N′-((2R,3R)-2-(3-chloro-4-cyano-2-methylphenylamino)-3-hydroxybutanoyl)-3-hydroxy-benzohydrazide), solid. The yield is 62.0%. Procedure: (2R,3R)-2-(3-chloro-4-cyano-2-methylphenylamino)-3-hydroxybutanoic acid (663 mg, 2.5 mmol) (intermediate 3a) and 3-hydroxy-benzohydrazide (376 mg, 2.5 mmol) were coupled similarly to the procedure used for intermediate 1b. After column chromatography (5% methanol/EtOAc) the title compound was isolated as a white solid (615 mg, 62%). 1H NMR (500 MHz, acetone-d6, δ in ppm) 9.79 (br s, 1H), 8.81 (br s, 1H), 7.45 (ad, J=8.7 Hz, 1H), 7.38 (m, 2H), 7.27 (t, J=7.87 Hz, 1H), 7.02 (m, 1H), 6.71 (d, J=8.7... Solvent: CO.CCOC(=O)C (methanol EtOAc). Starting materials: OC=1C=C(C(=O)NN)C=CC1 (3-hydroxy-benzohydrazide), ClC=1C(=C(C=CC1C#N)N[C@@H](C(=O)NNC(C1=CC=CC=C1)=O)[C@H](C)O)C (N′-((2R,3S)-2-(3-chloro-4-cyano-2-methylphenylamino)-3-hydroxybutanoyl)benzohydrazide), ClC=1C(=C(C=CC1C#N)N[C@@H](C(=O)O)[C@@H](C)O)C ((2R,3R)-2-(3-chloro-4-cyano-2-methylphenylamino)-3-hydroxybutanoic acid), ClC=1C(=C(C=CC1C#N)N[C@@H](C(=O)O)[C@@H](C)O)C ((2R,3R)-2-(3-chloro-4-cyano-2-methylphenylamino)-3-hydroxybutanoic acid). Reaction SMILES: [Cl:1][C:2]1[C:3]([CH3:18])=[C:4]([NH:10][C@H:11]([C@H:15]([OH:17])[CH3:16])[C:12]([OH:14])=O)[CH:5]=[CH:6][C:7]=1[C:8]#[N:9].[OH:19][C:20]1[CH:21]=[C:22]([CH:27]=[CH:28][CH:29]=1)[C:23]([NH:25][NH2:26])=[O:24].ClC1C(C)=C(N[C@H]([C@@H](O)C)C(NNC(=O)C2C=CC=CC=2)=O)C=CC=1C#N>CO.CCOC(C)=O>[Cl:1][C:2]1[C:3]([CH3:18])=[C:4]([NH:10][C@H:11]([C@H:15]([OH:17])[CH3:16])[C:12]([NH:26][NH:25][C:23](=[O:24])[C:22]2[CH:27]=[CH:28][CH:29]=[C:20]([OH:19])[CH:21]=2)=[O:14])[CH:5]=[CH:6][C:7]=1[C:8]#[N:9] |f:3.4|. The reactants are C1CCOC1, CC(=O)O, Clc1ccc2c(c1)C(c1ccccc1)=NCC=N2, Clc1ccc2c(c1)C(c1ccccc1)=NCCN2, OCCS. Product: OCCSC1CN=C(c2ccccc2)c2cc(Cl)ccc2N1. Reaction SMILES: [CH2:45]1[O:46][CH2:47][CH2:48][CH2:49]1.[CH3:37][C:38](=[O:39])[OH:40].[Cl:19][c:20]1[cH:21][cH:22][c:23]2[c:35]([cH:36]1)[C:28]([c:29]1[cH:30][cH:31][cH:32][cH:33][cH:34]1)=[N:27][CH2:26][CH:25]=[N:24]2.[Cl:1][c:2]1[cH:3][cH:4][c:5]2[c:6]([cH:18]1)[C:7]([c:12]1[cH:13][cH:14][cH:15][cH:16][cH:17]1)=[N:8][CH2:9][CH2:10][NH:11]2.[SH:41][CH2:42][CH2:43][OH:44]>>[Cl:1][c:2]1[cH:3][cH:4][c:5]2[c:6]([cH:18]1)[C:7]([c:12]1[cH:13][cH:14][cH:15][cH:16][cH:17]1)=[N:8][CH2:9][CH:10]([S:41][CH2:42][CH2:43][OH:44])[NH:11]2. Reactants: CC(C(=O)OC(C)(C)C)N1CCC(NC(=O)OCc2ccccc2)C1=O, CCO, [H][H]. Product: CC(C(=O)OC(C)(C)C)N1CCC(N)C1=O. As a reaction SMILES: [CH2:1]([O:2][C:3](=[O:4])[NH:11][CH:12]1[C:13](=[O:26])[N:14]([CH:17]([C:18](=[O:19])[O:20][C:21]([CH3:22])([CH3:23])[CH3:24])[CH3:25])[CH2:15][CH2:16]1)[c:5]1[cH:6][cH:7][cH:8][cH:9][cH:10]1.[CH3:29][CH2:30][OH:31].[H:27][H:28]>>[NH2:11][CH:12]1[C:13](=[O:26])[N:14]([CH:17]([C:18](=[O:19])[O:20][C:21]([CH3:22])([CH3:23])[CH3:24])[CH3:25])[CH2:15][CH2:16]1.